From a dataset of the Open Reaction Database (ORD), a public repository of structured organic reaction records. describe an organic reaction: reactants, conditions, products, and yield The reactants are C1(=CC=CC=C1)C=1CCN(CC1)CCCCC1=CNC2=CC=C(C=C12)C(N)=O (3-[4-(4-phenyl-1,2,3,6tetrahydropyridyl)-butyl]-5-carbamoylindole), [OH-].[Na+] (NaOH), C(C)OCCOCCO (diethylene glycol monoethyl ether). Solvent: O (water). Reaction conditions: time 16 hour. Reaction SMILES: [C:1]1([C:7]2[CH2:8][CH2:9][N:10]([CH2:13][CH2:14][CH2:15][CH2:16][C:17]3[C:25]4[C:20](=[CH:21][CH:22]=[C:23]([C:26](=[O:28])N)[CH:24]=4)[NH:19][CH:18]=3)[CH2:11][CH:12]=2)[CH:6]=[CH:5][CH:4]=[CH:3][CH:2]=1.[OH-:29].[Na+].C(OCCOCCO)C>O>[C:1]1([C:7]2[CH2:12][CH2:11][N:10]([CH2:13][CH2:14][CH2:15][CH2:16][C:17]3[C:25]4[C:20](=[CH:21][CH:22]=[C:23]([C:26]([OH:28])=[O:29])[CH:24]=4)[NH:19][CH:18]=3)[CH2:9][CH:8]=2)[CH:6]=[CH:5][CH:4]=[CH:3][CH:2]=1 |f:1.2|. Yields the product C1(=CC=CC=C1)C=1CCN(CC1)CCCCC1=CNC2=CC=C(C=C12)C(=O)O (3-[4-(4-phenyl-1,2,3,6-tetrahydropyridyl)-butyl]-indole-5-carboxylic acid). Reported procedure: A mixture of 37.3 g of 3-[4-(4-phenyl-1,2,3,6tetrahydropyridyl)-butyl]-5-carbamoylindole, 27.1 g of NaOH, 525 ml of water and 450 ml of diethylene glycol monoethyl ether is boiled with stirring for 16 hours. The mixture is cooled, worked up in the customary manner and acidified to give 3-[4-(4-phenyl-1,2,3,6-tetrahydropyridyl)-butyl]-indole-5-carboxylic acid, m.p. 284°-285°. Starting materials: ( C ), C1(=CC=CC=C1)C1=NN=C2CC(NC3=C(N12)C=CC=C3)=O (1-phenyl-4H,6H-2,3,6,10b-tetraaza-benzo[e]azulen-5-one), C1(=CC=CC=C1)C1=NN=C2CC(NC3=C(N12)C=CC=C3)=O (1-phenyl-4H,6H-2,3,6,10b-tetraaza-benzo[e]azulen-5-one), C[Si](C)(C)[N-][Si](C)(C)C.[Na+] (NaHMDS), C(C1=CC=CC=C1)N(C(CBr)=O)C(C)C (N-benzyl-2-bromo-N-isopropyl-acetamide). Solvent: P(=O)([O-])([O-])[O-] (phosphate), CN(C)C=O (DMF), CN(C)C=O (DMF). Conditions: time 24 hour. Product: C(C1=CC=CC=C1)N(C(CN1C2=C(N3C(=NN=C3CC1=O)C1=CC=CC=C1)C=CC=C2)=O)C(C)C (N-benzyl-N-isopropyl-2-(5-oxo-1-phenyl-4,5-dihydro-2,3,6,10b-tetraaza-benzo[e]azulen-6-yl)-acetamide). RXN SMILES: [C:1]1([C:7]2[N:16]3[C:10]([CH2:11][C:12](=[O:21])[NH:13][C:14]4[CH:20]=[CH:19][CH:18]=[CH:17][C:15]=43)=[N:9][N:8]=2)[CH:6]=[CH:5][CH:4]=[CH:3][CH:2]=1.C[Si]([N-][Si](C)(C)C)(C)C.[Na+].[CH2:32]([N:39]([CH:44]([CH3:46])[CH3:45])[C:40](=[O:43])[CH2:41]Br)[C:33]1[CH:38]=[CH:37][CH:36]=[CH:35][CH:34]=1>CN(C=O)C.P([O-])([O-])([O-])=O>[CH2:32]([N:39]([CH:44]([CH3:46])[CH3:45])[C:40](=[O:43])[CH2:41][N:13]1[C:12](=[O:21])[CH2:11][C:10]2[N:16]([C:7]([C:1]3[CH:2]=[CH:3][CH:4]=[CH:5][CH:6]=3)=[N:8][N:9]=2)[C:15]2[CH:17]=[CH:18][CH:19]=[CH:20][C:14]1=2)[C:33]1[CH:38]=[CH:37][CH:36]=[CH:35][CH:34]=1 |f:1.2|. Reported procedure: To a solution of 1-phenyl-4H,6H-2,3,6,10b-tetraaza-benzo[e]azulen-5-one (Preparation 4(A) (30.0 g, 108 mmol) in DMF (200 mL) at 0° C. was added NaHMDS (1.0M in THF, 13.6 g, 118 mmol) and N-benzyl-2-bromo-N-isopropyl-acetamide (Preparation 1 (C) (35.2 g, 130 mmol) in DMF (25 mL). The reaction was stirred at room temperature for 24 hours and was diluted with a pH 6.8 phosphate buffer. The aqueous solution was washed with EtOAc (3×). The combined organic solutions were washed with brine (3×), dried... Reactants: CC(C)N(C)CC=CC(=O)O, Oc1cc(Cl)cc(Nc2ncnc3sc4c(c23)CCNC4)c1, Cl, Cl. The product is CC(C)N(C)CC=CC(=O)N1CCc2c(sc3ncnc(Nc4cc(O)cc(Cl)c4)c23)C1. As a reaction SMILES: [CH3:25][N:26]([CH2:27][CH:28]=[CH:29][C:30](=[O:31])[OH:32])[CH:33]([CH3:34])[CH3:35].[Cl:2][c:3]1[cH:4][c:5]([OH:23])[cH:6][c:7]([NH:9][c:10]2[c:11]3[c:12]([n:13][cH:14][n:15]2)[s:16][c:17]2[c:18]3[CH2:19][CH2:20][NH:21][CH2:22]2)[cH:8]1.[ClH:1].[ClH:24]>>[Cl:2][c:3]1[cH:4][c:5]([OH:23])[cH:6][c:7]([NH:9][c:10]2[c:11]3[c:12]([n:13][cH:14][n:15]2)[s:16][c:17]2[c:18]3[CH2:19][CH2:20][N:21]([C:30]([CH:29]=[CH:28][CH2:27][N:26]([CH3:25])[CH:33]([CH3:34])[CH3:35])=[O:31])[CH2:22]2)[cH:8]1. The reactants are BrC=1C(=C(C#N)C=C(C1F)F)F (3-bromo-2,4,5-trifluorobenzonitrile), S(O)(O)(=O)=O (sulfuric acid), ice water. Conditions: temperature 100 celsius. The product is BrC=1C(=C(C(=O)N)C=C(C1F)F)F (3-bromo-2,4,5-trifluorobenzamide). Reaction SMILES: [Br:1][C:2]1[C:3]([F:12])=[C:4]([CH:7]=[C:8]([F:11])[C:9]=1[F:10])[C:5]#[N:6].S(=O)(=O)(O)[OH:14]>>[Br:1][C:2]1[C:3]([F:12])=[C:4]([CH:7]=[C:8]([F:11])[C:9]=1[F:10])[C:5]([NH2:6])=[O:14]. Reported procedure: A mixture of 3-bromo-2,4,5-trifluorobenzonitrile (13.9 g) in concentrated sulfuric acid (8 ml) was heated for 20 minutes on an oil bath (100° C.), poured into ice water (350 ml). The resulting precipitate was collected by filtration and washed with water. The filtrate and washings were extracted 3 times with dichloromethane. The dichloromethane layer was washed with water saturated with sodium chloride, dried over anhydrous sodium sulfate and concentrated to give the residue. The combined mixtur... Reactants: C(C#C)(=O)OCC (ethyl propiolate), C1(=CC=CC=C1)CCCCCCCO (7-phenylheptanol), C1(=CC=C(C=C1)S(=O)(=O)O)C (p-toluenesulfonic acid). The solvent is C1=CC=CC=C1 (benzene). Yields the product C(C#C)(=O)OCCCCCCCC1=CC=CC=C1 (7-phenylheptyl propiolate). As a reaction SMILES: [C:1]([O:5][CH2:6][CH3:7])(=[O:4])[C:2]#[CH:3].[C:8]1([CH2:14][CH2:15][CH2:16][CH2:17][CH2:18]CCO)[CH:13]=[CH:12][CH:11]=[CH:10][CH:9]=1.C1(C)C=CC(S(O)(=O)=O)=CC=1>C1C=CC=CC=1>[C:1]([O:5][CH2:6][CH2:7][CH2:18][CH2:17][CH2:16][CH2:15][CH2:14][C:8]1[CH:13]=[CH:12][CH:11]=[CH:10][CH:9]=1)(=[O:4])[C:2]#[CH:3]. Procedure details: A mixture of 1 g of ethyl propiolate, 2.94 g of 7-phenylheptanol and 0.01 g of p-toluenesulfonic acid in 30 ml of benzene was refluxed for twelve hours. After removal of the solvent under reduced pressure, the obtained residue was subjected to silicagel column chromatography to yield 7-phenylheptyl propiolate (compound 3). Starting materials: S(=O)(Cl)Cl (thionyl chloride), N1=CC(=CC=C1)C1=CC(=C2CCCCN12)C(=O)O (3-(3-pyridyl)-5,6,7,8-tetrahydroindolizine-1-carboxylic acid). Reagents/catalysts: CN(C=O)C (dimethylformamide). Run in C(Cl)(Cl)Cl (chloroform). Conditions: time 16 hour. Product: N1=CC(=CC=C1)C=1C(=C2CCCCN2C1)C(=O)O (3-pyridyl-5,6,7,8-tetrahydroindolizine-1-carboxylic acid). Reaction SMILES: S(Cl)(Cl)=O.N1C=CC=C([C:11]2[N:19]3[C:14]([CH2:15][CH2:16][CH2:17][CH2:18]3)=[C:13]([C:20]([OH:22])=[O:21])[CH:12]=2)C=1>C(Cl)(Cl)Cl.CN(C)C=O>[N:19]1[CH:14]=[CH:15][CH:16]=[C:17]([C:12]2[C:13]([C:20]([OH:22])=[O:21])=[C:14]3[N:19]([CH:11]=2)[CH2:18][CH2:17][CH2:16][CH2:15]3)[CH:18]=1. Procedure details: 4.3 cm3 of thionyl chloride are added dropwise to a suspension 4.8 g of 3-(3-pyridyl)-5,6,7,8-tetrahydroindolizine-1-carboxylic acid in 120 cm3 of chloroform, followed by a few drops of dimethylformamide. The resulting suspension is then stirred at ambient temperature for 16 hours (slow gas release) and is then heated to reflux (75° C.) for 1 hour, at the end of which there is no further gas release. It is then cooled to ambient temperature and then concentrated at reduced pressure (2.7 kPa) and... The reactants are CC(=O)O, CO, COC(=O)C1(C)CCCc2c(-c3ccc(Cl)cc3)noc2C1, [K+], [OH-], O. Product: CC1(C(=O)O)CCCc2c(-c3ccc(Cl)cc3)noc2C1. Reaction SMILES: [CH3:25][C:26](=[O:27])[OH:28].[CH3:30][OH:31].[Cl:1][c:2]1[cH:3][cH:4][c:5](-[c:8]2[n:9][o:10][c:11]3[c:12]2[CH2:13][CH2:14][CH2:15][C:16]([C:18](=[O:19])[O:20][CH3:21])([CH3:22])[CH2:17]3)[cH:6][cH:7]1.[K+:24].[OH-:23].[OH2:29]>>[Cl:1][c:2]1[cH:3][cH:4][c:5](-[c:8]2[n:9][o:10][c:11]3[c:12]2[CH2:13][CH2:14][CH2:15][C:16]([C:18](=[O:19])[OH:20])([CH3:22])[CH2:17]3)[cH:6][cH:7]1. Starting materials: O=C([O-])O, OCCO, CC1CCC(=O)CC1S(=O)(=O)c1ccccc1, [Na+], Cc1ccc(S(=O)(=O)OS(=O)(=O)c2ccc(C)cc2)cc1, c1ccccc1. The product is CC1CCC2(CC1S(=O)(=O)c1ccccc1)OCCO2. RXN SMILES: [C:43](=[O:44])([OH:45])[O-:46].[CH2:18]([CH2:19][OH:20])[OH:21].[CH3:1][CH:2]1[CH:3]([S:9](=[O:10])(=[O:11])[c:12]2[cH:13][cH:14][cH:15][cH:16][cH:17]2)[CH2:4][C:5](=[O:8])[CH2:6][CH2:7]1.[Na+:47].[c:22]1([CH3:23])[cH:24][cH:25][c:26]([S:27]([O:28][S:29]([c:30]2[cH:31][cH:32][c:33]([CH3:34])[cH:35][cH:36]2)(=[O:37])=[O:38])(=[O:39])=[O:40])[cH:41][cH:42]1.[cH:48]1[cH:49][cH:50][cH:51][cH:52][cH:53]1>>[CH3:1][CH:2]1[CH:3]([S:9](=[O:10])(=[O:11])[c:12]2[cH:13][cH:14][cH:15][cH:16][cH:17]2)[CH2:4][C:5]2([CH2:6][CH2:7]1)[O:8][CH2:18][CH2:19][O:20]2.